From a dataset of the Open Reaction Database (ORD), a public repository of structured organic reaction records. describe an organic reaction: reactants, conditions, products, and yield The reactants are C1OC2=CC(=C(C(=O)N3C(CCC3)C(=O)O)C=C2O1)[N+](=O)[O-] (1-(4,5-methylenedioxy-2-nitrobenzoyl)pyrrolidine-2-carboxylic acid), CO (methanol), C(C)O (ethanol). Product: C1OC2=CC(=C(C(=O)N3C(CCC3)C(=O)OCC)C=C2O1)[N+](=O)[O-] (ETHYL 1-(4,5-METHYLENEDIOXY-2-NITROBENZOYL)PYRROLIDINE-2-CARBOXYLATE). The yield is 85.0%. RXN SMILES: [CH2:1]1[O:19][C:18]2[C:3](=[CH:4][C:5]([N+:20]([O-:22])=[O:21])=[C:6]([CH:17]=2)[C:7]([N:9]2[CH2:13][CH2:12][CH2:11][CH:10]2[C:14]([OH:16])=[O:15])=[O:8])[O:2]1.CO.[CH2:25](O)[CH3:26]>>[CH2:1]1[O:19][C:18]2[C:3](=[CH:4][C:5]([N+:20]([O-:22])=[O:21])=[C:6]([CH:17]=2)[C:7]([N:9]2[CH2:13][CH2:12][CH2:11][CH:10]2[C:14]([O:16][CH2:25][CH3:26])=[O:15])=[O:8])[O:2]1. Reported procedure: By carrying out the procedure as in Example 11, but replacing 4-hydroxy-1-(3,4-methylenedioxybenzoyl)pyrrolidine-2-carboxylic acid by 1-(4,5-methylenedioxy-2-nitrobenzoyl)pyrrolidine-2-carboxylic acid and methanol by ethanol, the title product is obtained. The reactants are O=C([O-])[O-], CO, Cl, [K+], [K+], NO, N#Cc1ccc2[nH]c(-c3ccccn3)nc2c1. RXN SMILES: [C:21](=[O:22])([O-:23])[O-:24].[CH3:27][OH:28].[ClH:18].[K+:25].[K+:26].[NH2:19][OH:20].[n:1]1[c:2](-[c:7]2[n:8][c:9]3[c:10]([nH:11]2)[cH:12][cH:13][c:14]([C:16]#[N:17])[cH:15]3)[cH:3][cH:4][cH:5][cH:6]1>>[n:1]1[c:2](-[c:7]2[n:8][c:9]3[c:10]([nH:11]2)[cH:12][cH:13][c:14]([C:16](=[NH:17])[NH:19][OH:20])[cH:15]3)[cH:3][cH:4][cH:5][cH:6]1. Product: N=C(NO)c1ccc2[nH]c(-c3ccccn3)nc2c1. The reactants are CC(C(=O)N)(C)C1=CC(=CC=2C=COC21)F (2-methyl-2-(5-fluorobenzofur-7-yl)propionamide), [H-].[Al+3].[Li+].[H-].[H-].[H-] (lithium aluminium hydride), O (water), [OH-].[Na+] (sodium hydroxide), O (water). Run in O1CCCC1 (tetrahydrofuran). Reaction conditions: time 1 hour. Product: CC(CN)(C)C1=CC(=CC=2C=COC21)F (2-methyl-2-(5-fluorobenzofur-7-yl)-1-aminopropane). Yield: 17.7%. RXN SMILES: [CH3:1][C:2]([C:7]1[C:15]2[O:14][CH:13]=[CH:12][C:11]=2[CH:10]=[C:9]([F:16])[CH:8]=1)([CH3:6])[C:3]([NH2:5])=O.[H-].[Al+3].[Li+].[H-].[H-].[H-].O.[OH-].[Na+]>O1CCCC1>[CH3:6][C:2]([C:7]1[C:15]2[O:14][CH:13]=[CH:12][C:11]=2[CH:10]=[C:9]([F:16])[CH:8]=1)([CH3:1])[CH2:3][NH2:5] |f:1.2.3.4.5.6,8.9|. Procedure: A mixture of 0.11 gm (0.49 mMol) 2-methyl-2-(5-fluorobenzofur-7-yl)propionamide and 0.02 gm (0.49 mMol) lithium aluminium hydride in 2 mL tetrahydrofuran was stirred at room temperature for 1 hour. The reaction mixture was then treated sequentially with 38 μL water, 38 μL 15% sodium hydroxide, and 0.11 μL water. The reaction mixture was stirred vigorously for 1 hour and was then filtered. The filtrate was concentrated under reduced pressure to provide 0.018 gm (18%) 2-methyl-2-(5-fluorobenzofur-... Starting materials: O1C2C13CC[C@H]1[C@@H]4CC[C@@H]([C@@]4(C)CC[C@@H]1[C@]3(CCC2=O)C)C(=O)NC(C)(C)C (4,5-epoxy-N-(1,1-dimethylethyl)-3-oxoandrostane-17β-carboxamide), [N-]=[N+]=[N-] (azide), S(O)(O)(=O)=O (sulfuric acid), [N-]=[N+]=[N-].[Na+] (sodium azide). Run in CS(=O)C (dimethyl sulfoxide). Reaction conditions: temperature 60 celsius, time 90 minute. Product: NC1=C2C=C[C@H]3[C@@H]4CC[C@@H]([C@@]4(C)CC[C@@H]3[C@]2(CCC1=O)C)C(=O)NC(C)(C)C (4-amino-N-(1,1-dimethylethyl)-3-oxoandrosta-4,6-diene-17β-carboxamide), solid. Isolated yield 30.0%. RXN SMILES: O1[C:3]23[C@:16]([CH3:21])([CH2:17][CH2:18][C:19](=[O:20])[CH:2]12)[C@@H:15]1[C@H:6]([C@H:7]2[C@@:11]([CH2:13][CH2:14]1)([CH3:12])[C@@H:10]([C:22]([NH:24][C:25]([CH3:28])([CH3:27])[CH3:26])=[O:23])[CH2:9][CH2:8]2)[CH2:5][CH2:4]3.[N-:29]=[N+]=[N-].[Na+].[N-]=[N+]=[N-].S(=O)(=O)(O)O>CS(C)=O>[NH2:29][C:2]1[C:19](=[O:20])[CH2:18][CH2:17][C@@:16]2([CH3:21])[C:3]=1[CH:4]=[CH:5][C@@H:6]1[C@@H:15]2[CH2:14][CH2:13][C@@:11]2([CH3:12])[C@H:7]1[CH2:8][CH2:9][C@@H:10]2[C:22]([NH:24][C:25]([CH3:27])([CH3:28])[CH3:26])=[O:23] |f:1.2|. Procedure: A solution of 4,5-epoxy-N-(1,1-dimethylethyl)-3-oxoandrostane-17β-carboxamide (3.0 g, 7.7 mmole) in dimethyl sulfoxide (40 mL), under a nitrogen atmosphere, was placed in an oil bath heated at 60° C. The solution was stirred vigorously as sodium azide (8.11 g, 0.338 mole) was slowly added. After the addition of the azide was complete, concentrated sulfuric acid (0.54 mL) was added. The bath temperature was raised to 100° C. and the reaction was stirred at this temperature for 90 minutes. The rea... Starting materials: [OH-].[Na+] (sodium hydroxide), CO (Methanol), C(#N)C(C1=CC=CC=C1)(C1=CC=CC=C1)C1CN(CC1)S(=O)(=O)C1=CC=C(C)C=C1 (3-(R,S)-(1-cyano-1,1-diphenylmethyl)-1-tosylpyrrolidine), C1(=CC=CC=C1)O (phenol). Run in CCCCCC.C1(=CC=CC=C1)C (hexane toluene), Br (hydrobromic acid), O (water). Reaction conditions: temperature 0 celsius, time 15 minute. Yields the product C(#N)C(C1=CC=CC=C1)(C1=CC=CC=C1)C1CNCC1 (3-(R,S)-(1-cyano-1,1-diphenylmethyl)pyrrolidine). As a reaction SMILES: [C:1]([C:3]([CH:16]1[CH2:20][CH2:19][N:18](S(C2C=CC(C)=CC=2)(=O)=O)[CH2:17]1)([C:10]1[CH:15]=[CH:14][CH:13]=[CH:12][CH:11]=1)[C:4]1[CH:9]=[CH:8][CH:7]=[CH:6][CH:5]=1)#[N:2].C1(O)C=CC=CC=1.[OH-].[Na+].CO>Br.O.CCCCCC.C1(C)C=CC=CC=1>[C:1]([C:3]([CH:16]1[CH2:20][CH2:19][NH:18][CH2:17]1)([C:10]1[CH:11]=[CH:12][CH:13]=[CH:14][CH:15]=1)[C:4]1[CH:9]=[CH:8][CH:7]=[CH:6][CH:5]=1)#[N:2] |f:2.3,7.8|. Procedure details: A solution of 3-(R,S)-(1-cyano-1,1-diphenylmethyl)-1-tosylpyrrolidine (21 g--see Preparation 6(A)) and phenol (21 g) in 48% aqueous hydrobromic acid (240 ml) was heated under reflux for 2 hours. The mixture was cooled to 0° C. in an ice bath and basified (pH 12) by the slow addition of 50% aqueous sodium hydroxide (280 ml). Methanol (10 ml) was added and the mixture was stirred for 15 minutes then diluted with water (300 ml). The mixture was extracted with dichloromethane (3×200 ml), the combine...